Dataset: the Open Reaction Database (ORD), a public repository of structured organic reaction records. Task: describe an organic reaction: reactants, conditions, products, and yield Reactants: CN=C=O, NCC1CCCc2cc(S(=O)(=O)c3cccc(F)c3)ccc21. Yields the product CNC(=O)NCC1CCCc2cc(S(=O)(=O)c3cccc(F)c3)ccc21. RXN SMILES: [CH3:23][N:24]=[C:25]=[O:26].[F:1][c:2]1[cH:3][c:4]([S:8](=[O:9])(=[O:10])[c:11]2[cH:12][c:13]3[c:18]([cH:19][cH:20]2)[CH:17]([CH2:21][NH2:22])[CH2:16][CH2:15][CH2:14]3)[cH:5][cH:6][cH:7]1>>[F:1][c:2]1[cH:3][c:4]([S:8](=[O:9])(=[O:10])[c:11]2[cH:12][c:13]3[c:18]([cH:19][cH:20]2)[CH:17]([CH2:21][NH:22][C:25]([NH:24][CH3:23])=[O:26])[CH2:16][CH2:15][CH2:14]3)[cH:5][cH:6][cH:7]1. The reactants are BrC1=CC2=C(N(N=C2C=C1[N+](=O)[O-])C1=CC=C(C=C1)F)C#N (5-bromo-2-(4-fluorophenyl)-6-nitro-2H-indazole-3-carbonitrile), [Cl-].[NH4+] (ammonium chloride), C1CCOC1 (THF), O (water). Reagents/catalysts: [Fe] (iron). Solvent: CO (methanol). Reaction conditions: temperature 80 celsius, time 90 minute. Yields the product NC=1C(=CC2=C(N(N=C2C1)C1=CC=C(C=C1)F)C#N)Br (6-amino-5-bromo-2-(4-fluorophenyl)-2H-indazole-3-carbonitrile). Yield: 0.7%. As a reaction SMILES: [Br:1][C:2]1[C:10]([N+:11]([O-])=O)=[CH:9][C:8]2[C:4](=[C:5]([C:21]#[N:22])[N:6]([C:14]3[CH:19]=[CH:18][C:17]([F:20])=[CH:16][CH:15]=3)[N:7]=2)[CH:3]=1.C1COCC1.O.[Cl-].[NH4+]>CO.[Fe]>[NH2:11][C:10]1[C:2]([Br:1])=[CH:3][C:4]2[C:8]([CH:9]=1)=[N:7][N:6]([C:14]1[CH:15]=[CH:16][C:17]([F:20])=[CH:18][CH:19]=1)[C:5]=2[C:21]#[N:22] |f:3.4|. Procedure: To a suspension of 5-bromo-2-(4-fluorophenyl)-6-nitro-2H-indazole-3-carbonitrile (500 mg, 139 mmol) in a mixture of methanol (50 mL), THF (5 mL) and water (2.5 mL) was added ammonium chloride (370 mg, 6.91 mmol) followed by iron powder (386 mg, 6.91 mmol). The mixture was heated to 80° C. and stirred vigorously for 90 min. The resulting suspension was filtered through celite and washed with EtOAc. The filtrate was concentrated, and the residue was suspended in water and extracted with EtOAc. The... The reactants are IC1=CN(C2=NC=C(C=C21)N)S(=O)(=O)C2=CC=CC=C2 (3-iodo-1-(phenylsulfonyl)-1H-pyrrolo[2,3-b]pyridin-5-amine), C(C)OC1=CN(C2=NC=C(C=C21)NC(C2=C(C(=CC=C2F)NS(=O)(=O)CCC)F)=O)S(=O)(=O)C2=CC=C(C)C=C2 (N-(3-Ethoxy-1-tosyl-1H-pyrrolo[2,3-b]pyridin-5-yl)-2,6-difluoro-3-(propylsulfonamido)benzamide). The solvent is CO (methanol). The product is C(C)OC1=CN(C2=NC=C(C=C21)NC(C2=C(C(=CC=C2F)NS(=O)(=O)CCC)F)=O)S(=O)(=O)C2=CC=C(C)C=C2 (N-(3-Ethoxy-1-tosyl-1H-pyrrolo[2,3-b]pyridin-5-yl)-2,6-difluoro-3-(propylsulfonamido)benzamide), C(C)OC1=CNC2=NC=C(C=C21)NC(C2=C(C(=CC=C2F)NS(=O)(=O)CCC)F)=O (N-(3-ethoxy-1H-pyrrolo[2,3-b]pyridin-5-yl)-2,6-difluoro-3-(propylsulfonamido)benzamide). Isolated yield 30.0%. Reaction SMILES: IC1C2C(=NC=C(N)C=2)N(S(C2C=CC=CC=2)(=O)=O)C=1.[CH2:21]([O:23][C:24]1[C:32]2[C:27](=[N:28][CH:29]=[C:30]([NH:33][C:34](=[O:50])[C:35]3[C:40]([F:41])=[CH:39][CH:38]=[C:37]([NH:42][S:43]([CH2:46][CH2:47][CH3:48])(=[O:45])=[O:44])[C:36]=3[F:49])[CH:31]=2)[N:26]([S:51]([C:54]2[CH:60]=[CH:59][C:57]([CH3:58])=[CH:56][CH:55]=2)(=[O:53])=[O:52])[CH:25]=1)[CH3:22]>CO>[CH2:21]([O:23][C:24]1[C:32]2[C:27](=[N:28][CH:29]=[C:30]([NH:33][C:34](=[O:50])[C:35]3[C:40]([F:41])=[CH:39][CH:38]=[C:37]([NH:42][S:43]([CH2:46][CH2:47][CH3:48])(=[O:45])=[O:44])[C:36]=3[F:49])[CH:31]=2)[N:26]([S:51]([C:54]2[CH:60]=[CH:59][C:57]([CH3:58])=[CH:56][CH:55]=2)(=[O:52])=[O:53])[CH:25]=1)[CH3:22].[CH2:21]([O:23][C:24]1[C:32]2[C:27](=[N:28][CH:29]=[C:30]([NH:33][C:34](=[O:50])[C:35]3[C:40]([F:41])=[CH:39][CH:38]=[C:37]([NH:42][S:43]([CH2:46][CH2:47][CH3:48])(=[O:45])=[O:44])[C:36]=3[F:49])[CH:31]=2)[NH:26][CH:25]=1)[CH3:22]. Procedure: N-(3-Ethoxy-1-tosyl-1H-pyrrolo[2,3-b]pyridin-5-yl)-2,6-difluoro-3-(propylsulfonamido)benzamide was prepared following Example 32, Step D, substituting 3-ethoxy-1-tosyl-1H-pyrrolo[2,3-b]pyridin-5-amine for 3-iodo-1-(phenylsulfonyl)-1H-pyrrolo[2,3-b]pyridin-5-amine. N-(3-Ethoxy-1-tosyl-1H-pyrrolo[2,3-b]pyridin-5-yl)-2,6-difluoro-3-(propylsulfonamido)benzamide was then subjected to methanol/aqueous potassium carbonate at 60° C. for 1 hour to give N-(3-ethoxy-1H-pyrrolo[2,3-b]pyridin-5-yl)-2,6-diflu... Reactants: C1CCOC1, CI, O=C(NCCC1CC1)c1ccc(N2CCC(C(=O)c3ccc(F)cc3)CC2)nn1, [H-], [Na+]. Product: CN(CCC1CC1)C(=O)c1ccc(N2CCC(C(=O)c3ccc(F)cc3)CC2)nn1. As a reaction SMILES: [CH2:34]1[O:35][CH2:36][CH2:37][CH2:38]1.[CH3:32][I:33].[CH:1]1([CH2:4][CH2:5][NH:6][C:7](=[O:8])[c:9]2[n:10][n:11][c:12]([N:15]3[CH2:16][CH2:17][CH:18]([C:21]([c:22]4[cH:23][cH:24][c:25]([F:28])[cH:26][cH:27]4)=[O:29])[CH2:19][CH2:20]3)[cH:13][cH:14]2)[CH2:2][CH2:3]1.[H-:30].[Na+:31]>>[CH:1]1([CH2:4][CH2:5][N:6]([C:7](=[O:8])[c:9]2[n:10][n:11][c:12]([N:15]3[CH2:16][CH2:17][CH:18]([C:21]([c:22]4[cH:23][cH:24][c:25]([F:28])[cH:26][cH:27]4)=[O:29])[CH2:19][CH2:20]3)[cH:13][cH:14]2)[CH3:32])[CH2:2][CH2:3]1. The reactants are OCC=1C(=NSC1C(F)(F)F)C1=CC=C(C=C1)C(C)=O (1-(4-(4-(hydroxymethyl)-5-(trifluoromethyl)isothiazol-3-yl)phenyl)ethanone), FC=1C=C(C=C(C1O)F)CCC(=O)OCC (ethyl 3-(3,5-difluoro-4-hydroxyphenyl)propanoate). Product: C(C)(=O)C1=CC=C(C=C1)C1=NSC(=C1COC1=C(C=C(C=C1F)CCC(=O)O)F)C(F)(F)F (3-(4-[[3-(4-acetylphenyl)-5-(trifluoromethyl)-1,2-thiazol-4-yl]methoxy]-3,5-difluorophenyl) propanoic acid). Reaction SMILES: [OH:1][CH2:2][C:3]1[C:4]([C:12]2[CH:17]=[CH:16][C:15]([C:18](=[O:20])[CH3:19])=[CH:14][CH:13]=2)=[N:5][S:6][C:7]=1[C:8]([F:11])([F:10])[F:9].[F:21][C:22]1[CH:23]=[C:24]([CH2:30][CH2:31][C:32]([O:34]CC)=[O:33])[CH:25]=[C:26]([F:29])[C:27]=1O>>[C:18]([C:15]1[CH:16]=[CH:17][C:12]([C:4]2[C:3]([CH2:2][O:1][C:27]3[C:26]([F:29])=[CH:25][C:24]([CH2:30][CH2:31][C:32]([OH:34])=[O:33])=[CH:23][C:22]=3[F:21])=[C:7]([C:8]([F:11])([F:9])[F:10])[S:6][N:5]=2)=[CH:13][CH:14]=1)(=[O:20])[CH3:19]. Procedure: The title compound was prepared according to the procedure described in Example 1 starting following Step 5 and 6 coupling 1-(4-(4-(hydroxymethyl)-5-(trifluoromethyl)isothiazol-3-yl)phenyl)ethanone and ethyl 3-(3,5-difluoro-4-hydroxyphenyl)propanoate followed by hydrolysis to afford the desired product as an off-white solid. 1H NMR (300 MHz, CD3OD) δ: 8.08 (d, J=7.2 Hz, 2H), 7.87 (d, J=7.2 Hz, 2H), 6.78-6.85 (m, 2H), 5.19 (s, 2H), 2.80-2.85 (m, 2H), 2.64 (s, 3H), 2.53-2.58 (m, 2H). Mass spectrum... Reactants: [N+](=O)([O-])C1=CC=C(C=C1)S(=O)(=O)Cl (4-nitrobenzenesulfonyl chloride), Cl.ClC1=C(OC2=C(N)C=CC=C2)C=CC(=C1)Cl (2-(2,4-dichloro-phenoxy)aniline HCl). Solvent: N1=CC=CC=C1 (pyridine). Run at temperature 60 celsius. Yields the product ClC1=C(OC2=C(C=CC=C2)NS(=O)(=O)C2=CC=C(C=C2)[N+](=O)[O-])C=CC(=C1)Cl (N-[2-(2,4-dichlorophenoxy)phenyl]-4-nitrobenzenesulfonamide). RXN SMILES: [N+:1]([C:4]1[CH:9]=[CH:8][C:7]([S:10](Cl)(=[O:12])=[O:11])=[CH:6][CH:5]=1)([O-:3])=[O:2].Cl.[Cl:15][C:16]1[CH:29]=[C:28]([Cl:30])[CH:27]=[CH:26][C:17]=1[O:18][C:19]1[CH:25]=[CH:24][CH:23]=[CH:22][C:20]=1[NH2:21]>N1C=CC=CC=1>[Cl:15][C:16]1[CH:29]=[C:28]([Cl:30])[CH:27]=[CH:26][C:17]=1[O:18][C:19]1[CH:25]=[CH:24][CH:23]=[CH:22][C:20]=1[NH:21][S:10]([C:7]1[CH:8]=[CH:9][C:4]([N+:1]([O-:3])=[O:2])=[CH:5][CH:6]=1)(=[O:12])=[O:11] |f:1.2|. Reported procedure: A mixture of 4-nitrobenzenesulfonyl chloride (2.71 g, 12 mmol) and 2-(2,4-dichloro-phenoxy)aniline HCl (2.9 g, 10 mmol) were dissolved in pyridine (10 mL) at room temperature. After 1 hr the mixture was heated at 60° C. for 2 hour. The reaction mixture was concentrated under vacuum. The residue was diluted with EtOAc and washed sequentially with 1M aq. HCl and sat. aq. NaHCO3 and the organic extract dried over MgSO4, and the solvent removed in vacuo to afford the title compound as a solid. LCMS ...